This data is from the Open Reaction Database (ORD), a public repository of structured organic reaction records. The task is: describe an organic reaction: reactants, conditions, products, and yield Reactants: Cl.NC1C2=CC=CC=C2C=2C=CC=CC12 (9-aminofluorene hydrochloride), ClC1=NC=C(C(=N1)Cl)F (2,4-dichloro-5-fluoropyrimidine), C(C)(C)N(CC)C(C)C (diisopropylethylamine). Yields the product ClC1=NC=C(C(=N1)NC1C2=CC=CC=C2C=2C=CC=CC12)F (2-chloro-N-(fluoren-9-yl)-5-fluoro-4-pyrimidineamine). As a reaction SMILES: Cl.[NH2:2][CH:3]1[C:15]2[CH:14]=[CH:13][CH:12]=[CH:11][C:10]=2[C:9]2[C:4]1=[CH:5][CH:6]=[CH:7][CH:8]=2.[Cl:16][C:17]1[N:22]=[C:21](Cl)[C:20]([F:24])=[CH:19][N:18]=1.C(N(C(C)C)CC)(C)C>>[Cl:16][C:17]1[N:22]=[C:21]([NH:2][CH:3]2[C:15]3[CH:14]=[CH:13][CH:12]=[CH:11][C:10]=3[C:9]3[C:4]2=[CH:5][CH:6]=[CH:7][CH:8]=3)[C:20]([F:24])=[CH:19][N:18]=1 |f:0.1|. Procedure details: In like manner to the preparation of 2-chloro-N4-(3,4-ethylenedioxyphenyl)-5-fluoro 4-pyrimidineamine, 9-aminofluorene hydrochloride and 2,4-dichloro-5-fluoropyrimidine with added diisopropylethylamine were reacted to produce 2-chloro-N-(fluoren-9-yl)-5-fluoro-4-pyrimidineamine. 1H NMR (CDCl3): δ 7.97 (d, 1H, J=2.3 Hz), 7.73 (d, 2H, J=7.6 Hz), 7.59(d, 2H, J=7.6 Hz), 7.44 (t, 2H, J=7.6 Hz), 7.32 (app t, 2H, J=7.6 Hz), 6.50 (d, 1H, J=8.8 Hz), 5.45 (d, 1H, J=8.4 Hz). The reactants are CCN(CC)C(=O)Oc1cccc([Si](C)(C)C)c1OC(=O)N(CC)CC (substrate), C[Si](C)(C)C[Mg]Cl (effective_coupling_partner). Reaction conditions: temperature 25 celsius, time 16 hour. Yields the product CCN(CC)C(=O)Oc1cccc([Si](C)(C)C)c1C[Si](C)(C)C. The reactants are C([O-])([O-])=O (Carbonate), C12(C(=O)CC(CC1)C2(C)C)CS(=O)(=O)O (10-Camphorsulfonic acid), COCCN1CCC2=C(CC1)C=C(C=C2)N (3-(2-Methoxy-ethyl)-2,3,4,5-tetrahydro-1H-benzo[d]azepin-7-ylamine), ClC1=NC=C(C(=N1)NC1=C(C=CC=C1)S(=O)(=O)N(C)C)Cl (2-(2,5-Dichloro-pyrimidin-4-ylamino)-N,N-dimethyl-benzenesulfonamide). Run at time 1 hour. Solvent: C(C)(C)O (Isopropyl alcohol). Reported procedure: 10-Camphorsulfonic acid (53 mg, 0.23 mmol) was added to 3-(2-Methoxy-ethyl)-2,3,4,5-tetrahydro-1H-benzo[d]azepin-7-ylamine (48 mg, 0.22 mmol) and 2-(2,5-Dichloro-pyrimidin-4-ylamino)-N,N-dimethyl-benzenesulfonamide (72 mg, 0.21 mmol) in Isopropyl alcohol (2 mL). The mixture was irradiated in a CEM microwave (140° C., 30 min) MP-Carbonate (2.69 mmol/g loading; 0.18 g, 0.47 mmol) was added and the mixture stirred for 1 h and filtered, washing with DCM. The filtrate was conc. in vacuo. The residue ... As a reaction SMILES: C12(CS(O)(=O)=O)C(C)(C)C(CC1)CC2=O.[CH3:16][O:17][CH2:18][CH2:19][N:20]1[CH2:26][CH2:25][C:24]2[CH:27]=[C:28]([NH2:31])[CH:29]=[CH:30][C:23]=2[CH2:22][CH2:21]1.Cl[C:33]1[N:38]=[C:37]([NH:39][C:40]2[CH:45]=[CH:44][CH:43]=[CH:42][C:41]=2[S:46]([N:49]([CH3:51])[CH3:50])(=[O:48])=[O:47])[C:36]([Cl:52])=[CH:35][N:34]=1.C(=O)([O-])[O-]>C(O)(C)C>[Cl:52][C:36]1[C:37]([NH:39][C:40]2[CH:45]=[CH:44][CH:43]=[CH:42][C:41]=2[S:46]([N:49]([CH3:51])[CH3:50])(=[O:48])=[O:47])=[N:38][C:33]([NH:31][C:28]2[CH:29]=[CH:30][C:23]3[CH2:22][CH2:21][N:20]([CH2:19][CH2:18][O:17][CH3:16])[CH2:26][CH2:25][C:24]=3[CH:27]=2)=[N:34][CH:35]=1. The product is ClC=1C(=NC(=NC1)NC1=CC2=C(CCN(CC2)CCOC)C=C1)NC1=C(C=CC=C1)S(=O)(=O)N(C)C (2-{5-Chloro-2-[3-(2-methoxy-ethyl)-2,3,4,5-tetrahydro-1H-benzo[d]azepin-7-ylamino]-pyrimidin-4-ylamino}-N,N-dimethyl-benzenesulfonamide).